Dataset: the Open Reaction Database (ORD), a public repository of structured organic reaction records. Task: describe an organic reaction: reactants, conditions, products, and yield Reactants: CC(=O)OCC1=C(N2[C@@H]([C@@H](C2=O)N)SC1)C(=O)O (7-ACA), ferric chloride, C([O-])(O)=O.[Na+] (sodium bicarbonate), [S-2].[Na+].[Na+] (sodium sulfide), Cl (hydrochloric acid). Run in CO (methanol), [N+](=O)([O-])C (nitromethane), O (water). Reaction conditions: temperature 30 celsius. Yields the product desired product, NC1[C@@H]2N(C(=C(CS2)COC)C(=O)O)C1=O (7-amino-3-methoxymethyl-3-cephem-4-carboxylic acid). Reaction SMILES: C[C:2]([O:4][CH2:5][C:6]1[CH2:15][S:14][C@@H:9]2[C@H:10]([NH2:13])[C:11](=[O:12])[N:8]2[C:7]=1[C:16]([OH:18])=[O:17])=O.C(=O)(O)[O-].[Na+].[S-2].[Na+].[Na+].Cl>O.CO.[N+](C)([O-])=O>[NH2:13][CH:10]1[C:11](=[O:12])[N:8]2[C:7]([C:16]([OH:18])=[O:17])=[C:6]([CH2:5][O:4][CH3:2])[CH2:15][S:14][C@H:9]12 |f:1.2,3.4.5|. Procedure details: To 10 ml of nitromethane were added 2.72 g of 7-ACA, 11.2 g of ferric chloride and 2.1 g of methanol. The mixture was heated at 30° C. for 40 min while stirring to advance a reaction. After completion of the reaction, the reaction mixture was cooled to 5° C. To the reaction mixture was added 50 ml of water. Then, the mixture was adjusted to pH 1.0 with sodium bicarbonate and, then, further adjusted to pH 7.5 with sodium sulfide while cooling on ice. The resulting precipitate was filtered off, an... Reactants: CS(C)=O, N#C[Na], O=C(c1ccc(CCl)cc1)c1cccs1. The product is N#CCc1ccc(C(=O)c2cccs2)cc1. As a reaction SMILES: [CH3:19][S:20](=[O:21])[CH3:22].[Na:1][C:2]#[N:3].[s:4]1[c:5]([C:9](=[O:10])[c:11]2[cH:12][cH:13][c:14]([CH2:17][Cl:18])[cH:15][cH:16]2)[cH:6][cH:7][cH:8]1>>[C:2](#[N:3])[CH2:17][c:14]1[cH:13][cH:12][c:11]([C:9]([c:5]2[s:4][cH:8][cH:7][cH:6]2)=[O:10])[cH:16][cH:15]1.